From a dataset of the Open Reaction Database (ORD), a public repository of structured organic reaction records. describe an organic reaction: reactants, conditions, products, and yield The reactants are [Cl-].[NH4+] (ammonium chloride), [OH-].[Na+] (sodium hydroxide), 500, C(=O)N (formamide), COC(=O)C1=C(C=2C(C3=CC=CC=C3C(C2C(=C1)N)=O)=O)N (1,4-diamino-anthraquinone-2-carboxylic acid methyl ester), [C-]#N.[Na+] (sodium cyanide). Solvent: O (water), CO (methanol). Reaction conditions: temperature 50 celsius. The product is COC(=O)C=1C(=C(C=2C(C3=CC=CC=C3C(C2C1N)=O)=O)N)C#N (1,4-diamino-2-cyano-anthraquinone-3-carboxylic acid methyl ester). As a reaction SMILES: [CH:1]([NH2:3])=O.[CH3:4][O:5][C:6]([C:8]1[CH:21]=[C:20]([NH2:22])[C:19]2[C:18](=[O:23])[C:17]3[C:12](=[CH:13][CH:14]=[CH:15][CH:16]=3)[C:11](=[O:24])[C:10]=2[C:9]=1[NH2:25])=[O:7].[C-]#N.[Na+].[Cl-].[NH4+].[OH-].[Na+]>O.CO>[CH3:4][O:5][C:6]([C:8]1[C:21]([C:1]#[N:3])=[C:20]([NH2:22])[C:19]2[C:18](=[O:23])[C:17]3[C:12]([C:11](=[O:24])[C:10]=2[C:9]=1[NH2:25])=[CH:13][CH:14]=[CH:15][CH:16]=3)=[O:7] |f:2.3,4.5,6.7|. Procedure details: A mixture of 500 parts of formamide and 80 parts of methanol is prepared and 80 parts of 1,4-diamino-anthraquinone-2-carboxylic acid methyl ester and 60 parts of sodium cyanide are introduced, whilst stirring. The mixture is heated to 50° C. and a gentle stream of air is passed through it, whilst stirring. Stirring is continued until a thin layer chromatogram indicates that no starting material is left; this is generally the case after 5 hours. After cooling, the reaction mixture is added to 1,0... Starting materials: CCOC(=O)Cc1ccc(-c2ccc(OC)cc2)cc1, CCO, Cl, [Na+], [OH-]. The product is COc1ccc(-c2ccc(CC(=O)O)cc2)cc1. Reaction SMILES: [CH3:1][O:2][c:3]1[cH:4][cH:5][c:6](-[c:9]2[cH:10][cH:11][c:12]([CH2:15][C:16](=[O:17])[O:18][CH2:19][CH3:20])[cH:13][cH:14]2)[cH:7][cH:8]1.[CH3:24][CH2:25][OH:26].[ClH:23].[Na+:22].[OH-:21]>>[CH3:1][O:2][c:3]1[cH:4][cH:5][c:6](-[c:9]2[cH:10][cH:11][c:12]([CH2:15][C:16](=[O:17])[OH:18])[cH:13][cH:14]2)[cH:7][cH:8]1. Reactants: CC(C)C1=CCC(C)(C)c2cc(O)c(Br)cc21, O=C([O-])[O-], CC(C)=O, CCCI, [K+], [K+]. The product is CCCOc1cc2c(cc1Br)C(C(C)C)=CCC2(C)C. As a reaction SMILES: [Br:1][c:2]1[c:3]([OH:17])[cH:4][c:5]2[c:10]([cH:11]1)[C:9]([CH:12]([CH3:13])[CH3:14])=[CH:8][CH2:7][C:6]2([CH3:15])[CH3:16].[C:18](=[O:19])([O-:20])[O-:21].[CH3:28][C:29](=[O:30])[CH3:31].[I:24][CH2:25][CH2:26][CH3:27].[K+:22].[K+:23]>>[Br:1][c:2]1[c:3]([O:17][CH2:25][CH2:26][CH3:27])[cH:4][c:5]2[c:10]([cH:11]1)[C:9]([CH:12]([CH3:13])[CH3:14])=[CH:8][CH2:7][C:6]2([CH3:15])[CH3:16]. Reported procedure: A 250-mL round-bottomed flask was charged with 4-iodo-1H-pyrazole (17 g, 87.63 mmol, 1.00 equiv) in N,N-dimethylformamide (150 mL) To this was added sodium hydride (3.6 g, 105.00 mmol, 1.20 equiv, 70%) in several batches at 0° C., followed by addition of 1-(bromomethyl)benzene (16.5 g, 96.49 mmol, 1.10 equiv) dropwise at 0° C. The resulting solution was allowed to warm up to room temperature and stirred for 2 hours at room temperature. The reaction was then quenched by the addition of water/ice ... Solvent: CN(C=O)C (N,N-dimethylformamide). Product: C(C1=CC=CC=C1)N1N=CC(=C1)I (1-benzyl-4-iodo-1H-pyrazole). Starting materials: [H-].[Na+] (sodium hydride), IC=1C=NNC1 (4-iodo-1H-pyrazole), BrCC1=CC=CC=C1 (1-(bromomethyl)benzene). Run at time 2 hour. Isolated yield 88.4%. Reaction SMILES: [I:1][C:2]1[CH:3]=[N:4][NH:5][CH:6]=1.[H-].[Na+].Br[CH2:10][C:11]1[CH:16]=[CH:15][CH:14]=[CH:13][CH:12]=1>CN(C)C=O>[CH2:10]([N:4]1[CH:3]=[C:2]([I:1])[CH:6]=[N:5]1)[C:11]1[CH:16]=[CH:15][CH:14]=[CH:13][CH:12]=1 |f:1.2|.